This data is from the Open Reaction Database (ORD), a public repository of structured organic reaction records. The task is: describe an organic reaction: reactants, conditions, products, and yield Starting materials: C=CCc1cc(CC(N)=O)ccc1OCC1CO1, CCOC(C)=O, CCOC(=O)CCN, [Na+], [OH-]. Yields the product C=CCc1cc(CC(N)=O)ccc1OCC(O)CNCCC(=O)OCC. RXN SMILES: [CH2:9]([CH:10]=[CH2:11])[c:12]1[cH:13][c:14]([CH2:23][C:24](=[O:25])[NH2:26])[cH:15][cH:16][c:17]1[O:18][CH2:19][CH:20]1[CH2:21][O:22]1.[CH3:29][CH2:30][O:31][C:32](=[O:33])[CH3:34].[NH2:1][CH2:2][CH2:3][C:4](=[O:5])[O:6][CH2:7][CH3:8].[Na+:28].[OH-:27]>>[NH:1]([CH2:2][CH2:3][C:4](=[O:5])[O:6][CH2:7][CH3:8])[CH2:21][CH:20]([CH2:19][O:18][c:17]1[c:12]([CH2:9][CH:10]=[CH2:11])[cH:13][c:14]([CH2:23][C:24](=[O:25])[NH2:26])[cH:15][cH:16]1)[OH:22]. Reactants: O=C(OCc1ccccc1)C1CCCC[NH2+]1, [Cl-], Cc1ccc2oc(Cl)nc2c1. The product is Cc1ccc2oc(N3CCCCC3C(=O)OCc3ccccc3)nc2c1. As a reaction SMILES: [CH2:13]([c:14]1[cH:15][cH:16][cH:17][cH:18][cH:19]1)[O:20][C:21](=[O:22])[CH:23]1[NH2+:24][CH2:25][CH2:26][CH2:27][CH2:28]1.[Cl-:12].[Cl:1][c:2]1[o:3][c:4]2[c:5]([n:6]1)[cH:7][c:8]([CH3:11])[cH:9][cH:10]2>>[c:2]1([N:24]2[CH:23]([C:21]([O:20][CH2:13][c:14]3[cH:15][cH:16][cH:17][cH:18][cH:19]3)=[O:22])[CH2:28][CH2:27][CH2:26][CH2:25]2)[o:3][c:4]2[c:5]([n:6]1)[cH:7][c:8]([CH3:11])[cH:9][cH:10]2.